From a dataset of the Open Reaction Database (ORD), a public repository of structured organic reaction records. describe an organic reaction: reactants, conditions, products, and yield The reactants are ClC1=C(CNC(N(C)[C@@H](CC(=O)OC(C)(C)C)COC(NC=2N=CC3=CC=CC=C3C2)=O)=O)C=CC=C1F ((S)-tert-butyl 3-(3-(2-chloro-3-fluorobenzyl)-1-methylureido)-4-(isoquinolin-3-ylcarbamoyloxy)butanoate), C(=O)(C(F)(F)F)O (TFA). Solvent: C(Cl)Cl (DCM). Run at time 1 hour. Product: ClC1=C(CNC(N(C)[C@@H](CC(=O)O)COC(NC=2N=CC3=CC=CC=C3C2)=O)=O)C=CC=C1F ((S)-3-(3-(2-chloro-3-fluorobenzyl)-1-methylureido)-4-(isoquinolin-3-ylcarbamoyloxy)butanoic acid). Yield: 180.9%. Reaction SMILES: [Cl:1][C:2]1[C:37]([F:38])=[CH:36][CH:35]=[CH:34][C:3]=1[CH2:4][NH:5][C:6](=[O:33])[N:7]([C@H:9]([CH2:18][O:19][C:20](=[O:32])[NH:21][C:22]1[N:23]=[CH:24][C:25]2[C:30]([CH:31]=1)=[CH:29][CH:28]=[CH:27][CH:26]=2)[CH2:10][C:11]([O:13]C(C)(C)C)=[O:12])[CH3:8].C(O)(C(F)(F)F)=O>C(Cl)Cl>[Cl:1][C:2]1[C:37]([F:38])=[CH:36][CH:35]=[CH:34][C:3]=1[CH2:4][NH:5][C:6](=[O:33])[N:7]([C@H:9]([CH2:18][O:19][C:20](=[O:32])[NH:21][C:22]1[N:23]=[CH:24][C:25]2[C:30]([CH:31]=1)=[CH:29][CH:28]=[CH:27][CH:26]=2)[CH2:10][C:11]([OH:13])=[O:12])[CH3:8]. Procedure: To a mixture of (S)-tert-butyl 3-(3-(2-chloro-3-fluorobenzyl)-1-methylureido)-4-(isoquinolin-3-ylcarbamoyloxy)butanoate (0.8 g, 1.47 mmol) and DCM (10 mL) was added TFA (10 mL). The resulting solution was stirred at RT for 1 h. The mixture was concentrated, and the remaining residue was dried in vacuo to give (S)-3-(3-(2-chloro-3-fluorobenzyl)-1-methylureido)-4-(isoquinolin-3-ylcarbamoyloxy)butanoic acid (1.3 g), which was used without further purification. LRMS (M+H+) m/z 489.1. Reactants: BrCc1ccccc1, CCn1ncc(C(=O)c2ccc(S(C)(=O)=O)c(C3=NOCC3)c2Cl)c1O, [H-], [Na+], C1COCCO1. Yields the product CCn1ncc(C(=O)c2ccc(S(C)(=O)=O)c(C3=NOCC3)c2Cl)c1OCc1ccccc1. Reaction SMILES: [Br:3][CH2:4][c:5]1[cH:6][cH:7][cH:8][cH:9][cH:10]1.[Cl:11][c:12]1[c:13]([C:14](=[O:15])[c:16]2[cH:17][n:18][n:19]([CH2:22][CH3:23])[c:20]2[OH:21])[cH:24][cH:25][c:26]([S:33](=[O:34])(=[O:35])[CH3:36])[c:27]1[C:28]1=[N:29][O:30][CH2:31][CH2:32]1.[H-:1].[Na+:2].[O:37]1[CH2:38][CH2:39][O:40][CH2:41][CH2:42]1>>[CH2:4]([c:5]1[cH:6][cH:7][cH:8][cH:9][cH:10]1)[O:21][c:20]1[c:16]([C:14]([c:13]2[c:12]([Cl:11])[c:27]([C:28]3=[N:29][O:30][CH2:31][CH2:32]3)[c:26]([S:33](=[O:34])(=[O:35])[CH3:36])[cH:25][cH:24]2)=[O:15])[cH:17][n:18][n:19]1[CH2:22][CH3:23]. Isolated yield 81.9%. Procedure: A suspension of [2-(R,S)-benzylcarbamoyl-3-(4-cyano-phenyl)-propionylamino]-(S)-cyclohexyl-acetic acid methyl ester (9 g, 19.5 mmol) and hydroxylamine (3.22 g, 97.5 mmol) in ethanol (180 ml) was heated to reflux for 4 hours. The reaction mixture was cooled to room temperature, evaporated in vacuo, solved in ethanol and poured in ice-water. The precipitate was collected by suction and dried at 50° C. in vacuo to give 7.9 g (82%) of the desired product. mp.: 101-104° C., MS m/z: 495 (M+H)+. Yields the product COC([C@H](C1CCCCC1)NC(C(CC1=CC=C(C=C1)C(NO)=N)C(NCC1=CC=CC=C1)=O)=O)=O ({2-(R,S)-Benzylcarbamoyl-3-[4-(N-hydroxycarbamimidoyl)-phenyl]-propionylamino}-(S)-cyclohexyl-acetic Acid Methyl Ester). Starting materials: COC([C@H](C1CCCCC1)NC(C(CC1=CC=C(C=C1)C#N)C(NCC1=CC=CC=C1)=O)=O)=O ([2-(R,S)-benzylcarbamoyl-3-(4-cyano-phenyl)-propionylamino]-(S)-cyclohexyl-acetic acid methyl ester), NO (hydroxylamine). As a reaction SMILES: [CH3:1][O:2][C:3](=[O:34])[C@@H:4]([NH:11][C:12](=[O:33])[CH:13]([C:23](=[O:32])[NH:24][CH2:25][C:26]1[CH:31]=[CH:30][CH:29]=[CH:28][CH:27]=1)[CH2:14][C:15]1[CH:20]=[CH:19][C:18]([C:21]#[N:22])=[CH:17][CH:16]=1)[CH:5]1[CH2:10][CH2:9][CH2:8][CH2:7][CH2:6]1.[NH2:35][OH:36]>C(O)C>[CH3:1][O:2][C:3](=[O:34])[C@@H:4]([NH:11][C:12](=[O:33])[CH:13]([C:23](=[O:32])[NH:24][CH2:25][C:26]1[CH:27]=[CH:28][CH:29]=[CH:30][CH:31]=1)[CH2:14][C:15]1[CH:16]=[CH:17][C:18]([C:21](=[NH:22])[NH:35][OH:36])=[CH:19][CH:20]=1)[CH:5]1[CH2:6][CH2:7][CH2:8][CH2:9][CH2:10]1. Solvent: C(C)O (ethanol). Starting materials: CNC(CC1=CC=C(C=C1)Cl)=O (N-methyl-2-(4-chlorophenyl)acetamide), F[B-](F)(F)F.C(C)[O+](CC)CC (triethyloxonium fluoroborate), CN (monomethylamine). The solvent is C(Cl)Cl (methylene chloride). Run at time 72 hour. Yields the product Cl.ClC1=CC=C(C=C1)CC(=NC)NC (2-(4-chlorophenyl)-N,N'-dimethylacetamidine hydrochloride). Yield: 17.1%. Reaction SMILES: [CH3:1][NH:2][C:3](=O)[CH2:4][C:5]1[CH:10]=[CH:9][C:8]([Cl:11])=[CH:7][CH:6]=1.F[B-](F)(F)F.C([O+](CC)CC)C.[CH3:25][NH2:26]>C(Cl)Cl>[ClH:11].[Cl:11][C:8]1[CH:9]=[CH:10][C:5]([CH2:4][C:3]([NH:26][CH3:25])=[N:2][CH3:1])=[CH:6][CH:7]=1 |f:1.2,5.6|. Procedure details: Using glass vessels dried at 125° C. before use, N-methyl-2-(4-chlorophenyl)acetamide (18.4 grams; 0.1 mole) is dispersed in a mixture of 150 milliliters of methylene chloride and triethyloxonium fluoroborate (19 grams; 0.1 mole). The reaction mixture is stirred at room temperature for 72 hours, then cooled in an acetone-Dry Ice bath while monomethylamine (10 grams; 0.33 mole) is added. The mixture is then stirred an additional 18 hours at room temperature. During the foregoing additions and mix... The reactants are C1N2CN3CN1CN(C2)C3 (hexamethylene tetramine), [I-].[Na+] (sodium iodide), ClCC1=C2C(CC2)=CC=C1 (4-chloromethylbenzocyclobutene), C(C)O (ethanol). The solvent is O (water). Run at time 2.5 hour. Yields the product C(=O)C1=C2C(CC2)=CC=C1 (4-formylbenzocyclobutene). RXN SMILES: C1N2CN3CN(C2)CN1C3.[I-].[Na+].Cl[CH2:14][C:15]1[CH:22]=[CH:21][CH:20]=[C:17]2[CH2:18][CH2:19][C:16]=12.C([OH:25])C>O>[CH:14]([C:15]1[CH:22]=[CH:21][CH:20]=[C:17]2[CH2:18][CH2:19][C:16]=12)=[O:25] |f:1.2|. Procedure details: To a hot solution of hexamethylene tetramine (14 g) and sodium iodide (16 g) in 140 g of ethanol was added 4-chloromethylbenzocyclobutene (15.2 g) with stirring. After standing at ambient temperature for 2-3 h, the mixture was diluted with 150 ml of water and then heated at reflux for 2 h. The resulting mixture was steam distilled and the distillate was extracted three times with ether. The combined ether extract was washed with water, dried over magnesium sulfate, and fractionally distilled to ...